From a dataset of the Open Reaction Database (ORD), a public repository of structured organic reaction records. describe an organic reaction: reactants, conditions, products, and yield Starting materials: COC1=CC=2C[C@H]([C@H]3[C@@H]4CC[C@@H]([C@@]4(C)CC[C@@H]3C2C=C1)O)CC=C (3-methoxy-7α-(2-propenyl)estra-1,3,5(10)-trien-17β-ol), FC(CCC(C(=O)OCC)CCCCCC=C)(C(C(C(F)(F)F)(F)F)(F)F)F (ethyl 2-(3,3,4,4,5,5,6,6,6-nonafluorohexyl)-8-nonenoate). Product: OC1=CC=2C[C@H]([C@H]3[C@@H]4CC[C@@H]([C@@]4(C)CC[C@@H]3C2C=C1)O)CCCCCCCCC(C(=O)O)CCC(C(C(C(F)(F)F)(F)F)(F)F)(F)F (10-[3,17β-dihydroxyestra-1,3,5(10)-trien-7α-yl]-2-(3,3,4,4,5,5,6,6,6-nonafluorohexyl)decanoic acid). As a reaction SMILES: C[O:2][C:3]1[CH:20]=[CH:19][C:18]2[C@@H:17]3[C@H:8]([C@H:9]4[C@@:13]([CH2:15][CH2:16]3)([CH3:14])[C@@H:12]([OH:21])[CH2:11][CH2:10]4)[C@H:7]([CH2:22][CH:23]=[CH2:24])[CH2:6][C:5]=2[CH:4]=1.[F:25][C:26]([F:52])([C:42]([F:51])([F:50])[C:43]([F:49])([F:48])[C:44]([F:47])([F:46])[F:45])[CH2:27][CH2:28][CH:29]([CH2:35][CH2:36][CH2:37][CH2:38][CH2:39]C=C)[C:30]([O:32]CC)=[O:31]>>[OH:2][C:3]1[CH:20]=[CH:19][C:18]2[C@@H:17]3[C@H:8]([C@H:9]4[C@@:13]([CH2:15][CH2:16]3)([CH3:14])[C@@H:12]([OH:21])[CH2:11][CH2:10]4)[C@H:7]([CH2:6][CH2:5][CH2:4][CH2:39][CH2:38][CH2:37][CH2:36][CH2:35][CH:29]([CH2:28][CH2:27][C:26]([F:25])([F:52])[C:42]([F:50])([F:51])[C:43]([F:48])([F:49])[C:44]([F:45])([F:47])[F:46])[C:30]([OH:32])=[O:31])[CH2:22][C:23]=2[CH:24]=1. Reported procedure: Starting with the 3-methoxy-7α-(2-propenyl)estra-1,3,5(10)-trien-17β-ol prepared in Example 13 and ethyl 2-(3,3,4,4,5,5,6,6,6-nonafluorohexyl)-8-nonenoate prepared separately, the same procedure as shown in Example 13 was repeated to give 10-[3,17β-dihydroxyestra-1,3,5(10)-trien-7α-yl]-2-(3,3,4,4,5,5,6,6,6-nonafluorohexyl)decanoic acid. Reactants: CC(=O)[O-], CN(C)C=O, ClCC1CN2CCCC2CO1, [K+]. Product: CC(=O)OCC1CN2CCCC2CO1. Reaction SMILES: [CH3:13][C:14]([O-:15])=[O:16].[CH3:17][N:18]([CH3:19])[CH:20]=[O:21].[Cl:1][CH2:2][CH:3]1[CH2:4][N:5]2[CH:6]([CH2:7][O:8]1)[CH2:9][CH2:10][CH2:11]2.[K+:12]>>[CH2:2]([CH:3]1[CH2:4][N:5]2[CH:6]([CH2:7][O:8]1)[CH2:9][CH2:10][CH2:11]2)[O:16][C:14]([CH3:13])=[O:15]. Starting materials: O=C1CCC(=O)N1Br, CN(C)C=O, O=Cc1cccn1-c1cccnc1Cl, O. The product is O=Cc1cc(Br)cn1-c1cccnc1Cl. RXN SMILES: [Br:15][N:16]1[C:17](=[O:18])[CH2:19][CH2:20][C:21]1=[O:22].[CH3:24][N:25]([CH3:26])[CH:27]=[O:28].[Cl:1][c:2]1[n:3][cH:4][cH:5][cH:6][c:7]1-[n:8]1[c:9]([CH:13]=[O:14])[cH:10][cH:11][cH:12]1.[OH2:23]>>[Cl:1][c:2]1[n:3][cH:4][cH:5][cH:6][c:7]1-[n:8]1[c:9]([CH:13]=[O:14])[cH:10][c:11]([Br:15])[cH:12]1. Reactants: C1(=CC=CC=C1)OC1=CC=CC=C1 (diphenyl ether), C1(=CC=CC=C1)OC1=CC=CC=C1 (diphenyl ether), C(C)(=O)OC(C)=O (acetic anhydride), F (hydrogen fluoride). The solvent is ice water. Conditions: temperature 24 celsius. Yields the product O(C1=CC=CC=C1)C1=CC=C(C=C1)C(C)=O (p-phenoxyacetophenone). The yield is 99.2%. RXN SMILES: [C:1]1([O:7][C:8]2[CH:13]=[CH:12][CH:11]=[CH:10][CH:9]=2)[CH:6]=[CH:5][CH:4]=[CH:3][CH:2]=1.[C:14](OC(=O)C)(=[O:16])[CH3:15].F>>[O:7]([C:1]1[CH:2]=[CH:3][C:4]([C:14](=[O:16])[CH3:15])=[CH:5][CH:6]=1)[C:8]1[CH:9]=[CH:10][CH:11]=[CH:12][CH:13]=1. Procedure details: To a frozen solution of 1.70 g. (0.010 mole) diphenyl ether in 1.30 g. (0.012 mole; a 20 mole % excess) acetic anhydride, was added 3.0 ml anhydrous hydrogen fluoride (50% by weight of reactants). A magnetic stirrer was added and the reaction mixture was stirred magnetically and degassed several times while warming to 24° C. in air, and stirred for 18 hours at 24° C. The resultant red solution was poured into a plastic beaker and allowed to evaporate in an air stream/24° C., leaving a crystallin... The reactants are C=Cc1cc(CNC(=O)OC(C)(C)C)cc(F)c1NS(C)(=O)=O, ClCCl, O=C(O)C(F)(F)F. Product: C=Cc1cc(CN)cc(F)c1NS(C)(=O)=O. As a reaction SMILES: [C:1]([O:2][C:3](=[O:4])[NH:7][CH2:8][c:9]1[cH:10][c:11]([F:22])[c:12]([NH:17][S:18](=[O:19])(=[O:20])[CH3:21])[c:13]([CH:15]=[CH2:16])[cH:14]1)([CH3:5])([CH3:6])[CH3:23].[CH2:31]([Cl:32])[Cl:33].[OH:24][C:25]([C:26]([F:27])([F:28])[F:29])=[O:30]>>[NH2:7][CH2:8][c:9]1[cH:10][c:11]([F:22])[c:12]([NH:17][S:18](=[O:19])(=[O:20])[CH3:21])[c:13]([CH:15]=[CH2:16])[cH:14]1. Reactants: CO, O=C(O)c1cnc(Cl)c(Cl)c1, O. Yields the product COc1ncc(C(=O)O)cc1Cl. Reaction SMILES: [CH3:12][OH:13].[Cl:1][c:2]1[c:3]([Cl:11])[n:4][cH:5][c:6]([C:7](=[O:8])[OH:9])[cH:10]1.[OH2:14]>>[Cl:1][c:2]1[c:3]([O:13][CH3:12])[n:4][cH:5][c:6]([C:7](=[O:8])[OH:9])[cH:10]1. The reactants are Cc1cccnc1C=O, Cc1cccnc1CN, ClCCl. Product: Cc1cccnc1CNCc1ncccc1C. Reaction SMILES: [CH3:10][c:11]1[c:12]([CH:17]=[O:18])[n:13][cH:14][cH:15][cH:16]1.[CH3:1][c:2]1[c:3]([CH2:8][NH2:9])[n:4][cH:5][cH:6][cH:7]1.[Cl:19][CH2:20][Cl:21]>>[CH3:1][c:2]1[c:3]([CH2:8][NH:9][CH2:17][c:12]2[c:11]([CH3:10])[cH:16][cH:15][cH:14][n:13]2)[n:4][cH:5][cH:6][cH:7]1. The reactants are ClCCl, COc1cccc(OC)c1C(N)=O, COS(=O)(=O)F. The product is COC(=N)c1c(OC)cccc1OC, O=S(=O)(O)F. As a reaction SMILES: [CH2:20]([Cl:21])[Cl:22].[CH3:1][O:2][c:3]1[c:4]([C:5](=[O:6])[NH2:7])[c:8]([O:12][CH3:13])[cH:9][cH:10][cH:11]1.[F:14][S:15](=[O:16])(=[O:17])[O:18][CH3:19]>>[CH3:1][O:2][c:3]1[c:4]([C:5]([O:6][CH3:19])=[NH:7])[c:8]([O:12][CH3:13])[cH:9][cH:10][cH:11]1.[F:14][S:15](=[O:16])(=[O:17])[OH:18]. Reactants: C(C)(C)(C)OC(=O)N(C1=CC=C(C(=C1C(=O)OC)C=C)C=1N(N=CC1)C1OCCCC1)C(=O)OC(C)(C)C (methyl 6-[bis-(tert-butoxycarbonyl)amino]-3-[2-(tetrahydropyran-2-yl)-2H-pyrazol-3-yl]-2-vinylbenzoate), C(C)(C)(C)OC(=O)N(C1=CC=C(C(=C1C(=O)OC)C=C)C=1N(N=CC1)C1OCCCC1)C(=O)OC(C)(C)C (methyl 6-[bis-(tert-butoxycarbonyl)amino]-3-[2-(tetrahydropyran-2-yl)-2H-pyrazol-3-yl]-2-vinylbenzoate), C([O-])(O)=O.[Na+] (sodium bicarbonate). Reagents/catalysts: Cl (hydrochloric acid). Solvent: CO (methanol). Run at time 30 minute. Product: C(C)(C)(C)OC(=O)N(C1=CC=C(C(=C1C(=O)OC)C=C)C=1NN=CC1)C(=O)OC(C)(C)C (methyl 6-[bis-(tert-butoxycarbonyl)amino]-3-(2H-pyrazol-3-yl)-2-vinylbenzoate). Isolated yield 108.9%. RXN SMILES: [C:1]([O:5][C:6]([N:8]([C:32]([O:34][C:35]([CH3:38])([CH3:37])[CH3:36])=[O:33])[C:9]1[C:14]([C:15]([O:17][CH3:18])=[O:16])=[C:13]([CH:19]=[CH2:20])[C:12]([C:21]2[N:22](C3CCCCO3)[N:23]=[CH:24][CH:25]=2)=[CH:11][CH:10]=1)=[O:7])([CH3:4])([CH3:3])[CH3:2].C(=O)(O)[O-].[Na+]>Cl.CO>[C:35]([O:34][C:32]([N:8]([C:6]([O:5][C:1]([CH3:4])([CH3:3])[CH3:2])=[O:7])[C:9]1[C:14]([C:15]([O:17][CH3:18])=[O:16])=[C:13]([CH:19]=[CH2:20])[C:12]([C:21]2[NH:22][N:23]=[CH:24][CH:25]=2)=[CH:11][CH:10]=1)=[O:33])([CH3:38])([CH3:36])[CH3:37] |f:1.2|. Procedure: A mixture of methyl 6-[bis-(tert-butoxycarbonyl)amino]-3-[2-(tetrahydropyran-2-yl)-2H-pyrazol-3-yl]-2-vinylbenzoate (Intermediate 10, 2.6 g) and concentrated hydrochloric acid (3 drops) in methanol (80 mL) was stirred at room temperature for 30 minutes. The solution was treated with saturated aqueous sodium bicarbonate solution and the mixture was concentrated in vacuo. The residue was partitioned between ethyl acetate and water and the organic layer was dried (MgSO4) and filtered. The filtrate ...